Dataset: the Open Reaction Database (ORD), a public repository of structured organic reaction records. Task: describe an organic reaction: reactants, conditions, products, and yield Reactants: Cl.C(C)N=C=NCCCN(C)C (N1-((ethylimino)methylene)-N3,N3-dimethylpropane-1,3-diamine hydrochloride), O=C1N(CCC1(C1=CC=CC=C1)C1=CC=CC=C1)CC(=O)O (2-(2-oxo-3,3-diphenylpyrrolidin-1-yl)acetic acid), FC1=CC=C(C=C1)CN ((4-fluorophenyl)methanamine). Solvent: ClCCl (dichloromethane). Run at time 8 hour. Yields the product FC1=CC=C(CNC(CN2C(C(CC2)(C2=CC=CC=C2)C2=CC=CC=C2)=O)=O)C=C1 (N-(4-fluorobenzyl)-2-(2-oxo-3,3-diphenylpyrrolidin-1-yl)acetamide). RXN SMILES: Cl.C(N=C=NCCCN(C)C)C.[O:13]=[C:14]1[C:18]([C:25]2[CH:30]=[CH:29][CH:28]=[CH:27][CH:26]=2)([C:19]2[CH:24]=[CH:23][CH:22]=[CH:21][CH:20]=2)[CH2:17][CH2:16][N:15]1[CH2:31][C:32](O)=[O:33].[F:35][C:36]1[CH:41]=[CH:40][C:39]([CH2:42][NH2:43])=[CH:38][CH:37]=1>ClCCl>[F:35][C:36]1[CH:41]=[CH:40][C:39]([CH2:42][NH:43][C:32](=[O:33])[CH2:31][N:15]2[CH2:16][CH2:17][C:18]([C:19]3[CH:20]=[CH:21][CH:22]=[CH:23][CH:24]=3)([C:25]3[CH:30]=[CH:29][CH:28]=[CH:27][CH:26]=3)[C:14]2=[O:13])=[CH:38][CH:37]=1 |f:0.1|. Procedure: A solution of N1-((ethylimino)methylene)-N3,N3-dimethylpropane-1,3-diamine hydrochloride (0.049 g, 0.254 mmol), 2-(2-oxo-3,3-diphenylpyrrolidin-1-yl)acetic acid (0.050 g, 0.169 mmol) and (4-fluorophenyl)methanamine (0.023 g, 0.186 mmol) in dichloromethane (0.5 mL) was stirred at room temperature. After stirring overnight, the reaction was loaded directly onto a SF15-12 silica gel column (Analogix®, Burlington, Wis.), and the title compound was eluted using a gradient of 5% to 100% ethyl acetate/... Reactants: C1(=CC=CC=C1)CC(=O)N (phenylacetamide), ClCC(=O)CCl (1,3-dichloroacetone). Product: C(C1=CC=CC=C1)C=1OC=C(N1)CCl (2-benzyl-4-chloromethyl oxazole). The yield is 33.0%. RXN SMILES: [C:1]1([CH2:7][C:8]([NH2:10])=[O:9])[CH:6]=[CH:5][CH:4]=[CH:3][CH:2]=1.[Cl:11][CH2:12][C:13]([CH2:15]Cl)=O>>[CH2:7]([C:8]1[O:9][CH:15]=[C:13]([CH2:12][Cl:11])[N:10]=1)[C:1]1[CH:6]=[CH:5][CH:4]=[CH:3][CH:2]=1. Reported procedure: In substantially the same manner as in Reference Example 31, phenylacetamide was allowed to react with 1,3-dichloroacetone to give 2-benzyl-4-chloromethyl oxazole. The yield was 33%. Recrystallization from hexane gave colorless prisms, mp 31-32° C. Reactants: ClC1=C(C=C(C(=O)Cl)C=C1)S(=O)(=O)Cl (4-chloro-3-(chlorosulfonyl)benzoyl chloride), OCCN1CCOCC1 (hydroxy ethyl morpholine), CCOCC (ether), S(=O)(=O)(Cl)Cl (sulfonyl chloride). Run in C(Cl)Cl (DCM), C(Cl)Cl (DCM). Product: ClC1=C(C=C(C(=O)OCCN2CCOCC2)C=C1)S(=O)(=O)Cl (2-(Morpholin-4-yl)ethyl 4-chloro-3-(chlorosulfonyl)benzoate). RXN SMILES: [Cl:1][C:2]1[CH:10]=[CH:9][C:5]([C:6](Cl)=[O:7])=[CH:4][C:3]=1[S:11]([Cl:14])(=[O:13])=[O:12].[OH:15][CH2:16][CH2:17][N:18]1[CH2:23][CH2:22][O:21][CH2:20][CH2:19]1.S(Cl)(Cl)(=O)=O.CCOCC>C(Cl)Cl>[Cl:1][C:2]1[CH:10]=[CH:9][C:5]([C:6]([O:15][CH2:16][CH2:17][N:18]2[CH2:23][CH2:22][O:21][CH2:20][CH2:19]2)=[O:7])=[CH:4][C:3]=1[S:11]([Cl:14])(=[O:13])=[O:12]. Reported procedure: To a solution of 4-chloro-3-(chlorosulfonyl)benzoyl chloride (1.0 g, 3.6 mmol) in DCM (10 ml) was added a solution of hydroxy ethyl morpholine (443 μl, 3.6 mmol) in DCM (1 ml). The reaction mixture was stirred for 12 h after which time no sulfonyl chloride was observed by LC-MS. Upon concentration of the crude reaction mixture a solid was isolated, which was trituated with ether to afford the desired compound as a brown solid. (1.54 g, 100%) IR (neat) vmax/cm−1 1724, 1174, 1450; δH (500 MHz, DMS... The reactants are ClC1=NC=NC(=C1)OCC#CC (4-chloro-6-(2-butynyloxy)pyrimidine), C([O-])([O-])=O.[K+].[K+] (potassium carbonate), FC1=C(C=C(C=C1)O)C(F)(F)F (4-fluoro-3-trifluoromethylphenol), [Cl-].[NH4+] (ammonium chloride). The solvent is CN(C=O)C (N,N-dimethylformamide). Reaction conditions: temperature 60 celsius, time 7 hour. Product: C(C#CC)OC1=NC=NC(=C1)OC1=CC(=C(C=C1)F)C(F)(F)F (4-(2-butynyloxy)-6-(4-fluoro-3-trifluoromethylphenoxy)pyrimidine). Isolated yield 98.0%. RXN SMILES: Cl[C:2]1[CH:7]=[C:6]([O:8][CH2:9][C:10]#[C:11][CH3:12])[N:5]=[CH:4][N:3]=1.C(=O)([O-])[O-].[K+].[K+].[F:19][C:20]1[CH:25]=[CH:24][C:23]([OH:26])=[CH:22][C:21]=1[C:27]([F:30])([F:29])[F:28].[Cl-].[NH4+]>CN(C)C=O>[CH2:9]([O:8][C:6]1[CH:7]=[C:2]([O:26][C:23]2[CH:24]=[CH:25][C:20]([F:19])=[C:21]([C:27]([F:28])([F:29])[F:30])[CH:22]=2)[N:3]=[CH:4][N:5]=1)[C:10]#[C:11][CH3:12] |f:1.2.3,5.6|. Procedure details: To 2 ml of N,N-dimethylformamide were added 0.2 g of 4-chloro-6-(2-butynyloxy)pyrimidine, 0.23 g of potassium carbonate and 0.24 g of 4-fluoro-3-trifluoromethylphenol, followed by stirring at 60° C. for 7 hours. The reaction mixture was then left for cooling to room temperature and poured into a saturated aqueous ammonium chloride solution, which was extracted three times with chloroform. The chloroform layers were combined, washed with diluted hydrochloric acid and then with water, and dried ov...